describe an organic reaction: reactants, conditions, products, and yield From a dataset of the Open Reaction Database (ORD), a public repository of structured organic reaction records. The reactants are o-Halogeno-(hetero-)aryl-carboxylic acid halides, P(=O)(Cl)(Cl)Cl (phosphorus oxychloride), OC1=NC2=CC=CC=C2N=C1C(=O)O (2-hydroxy-quinoxaline-3-carboxylic acid), S(=O)(Cl)Cl (thionyl chloride), C(C)SC1=NC(=C(C=N1)C(=O)Cl)Cl (2-ethylmercapto-6-chloropyrimidine-5-carboxylic acid chloride), C(C)SC1=NC=C(C(N1)=O)C(=O)O (2-ethylmercapto-4-oxo-3,4-dihydropyrimidine-5-carboxylic acid). The solvent is CN(C=O)C (dimethylformamide). Product: ClC1=NC2=CC=CC=C2N=C1C(=O)Cl (2-chloroquinoxaline-3-carboxylic acid chloride). As a reaction SMILES: C(S[C:4]1N=C[C:7]([C:10]([Cl:12])=[O:11])=[C:6]([Cl:13])[N:5]=1)C.C(SC1NC(=O)C(C(O)=O)=CN=1)C.P(Cl)(Cl)(Cl)=O.OC1C(C(O)=O)=NC2[C:35](=[CH:36][CH:37]=[CH:38][CH:39]=2)[N:34]=1.S(Cl)(Cl)=O>CN(C)C=O>[Cl:13][C:6]1[C:7]([C:10]([Cl:12])=[O:11])=[N:34][C:35]2[C:4](=[CH:39][CH:38]=[CH:37][CH:36]=2)[N:5]=1. Procedure: o-Halogeno-(hetero-)aryl-carboxylic acid halides which can be employed in the process according to the invention, and processes for their preparation, are known. Thus, for example, J. Am. Chem. Soc. 40,233 (1908) describes the preparation of 2-ethylmercapto-6-chloropyrimidine-5-carboxylic acid chloride by reacting 2-ethylmercapto-4-oxo-3,4-dihydropyrimidine-5-carboxylic acid with phosphorus oxychloride. The reaction of 2-hydroxy-quinoxaline-3-carboxylic acid with thionyl chloride in the presence... Starting materials: BrC1=C(C(=O)O)C=CC(=C1)Cl (2-bromo-4-chloro-benzoic acid), ClC1=C(N)C=CC=C1 (2-chloroaniline), C([O-])([O-])=O.[K+].[K+] (potassium carbonate), C(C)OCCO (2-ethoxyethanol). Reagents/catalysts: [Cu] (copper), [Cu-]=O (copper (I) oxide). Solvent: O (water). Run at temperature 130 celsius, time 2 day. Yields the product ClC1=CC(=C(C(=O)O)C=C1)NC1=C(C=CC=C1)Cl (4-chloro-2-(2-chloro-phenylamino)-benzoic acid). Isolated yield 29.2%. As a reaction SMILES: Br[C:2]1[CH:10]=[C:9]([Cl:11])[CH:8]=[CH:7][C:3]=1[C:4]([OH:6])=[O:5].[Cl:12][C:13]1[CH:19]=[CH:18][CH:17]=[CH:16][C:14]=1[NH2:15].C(=O)([O-])[O-].[K+].[K+].C(OCCO)C>[Cu].[Cu-]=O.O>[Cl:11][C:9]1[CH:8]=[CH:7][C:3]([C:4]([OH:6])=[O:5])=[C:2]([NH:15][C:14]2[CH:16]=[CH:17][CH:18]=[CH:19][C:13]=2[Cl:12])[CH:10]=1 |f:2.3.4|. Procedure details: In a 250 mL round bottom flask, 2-bromo-4-chloro-benzoic acid (10 g, 42.5 mmol), 2-chloroaniline (8.49 g, 7.0 mL, 66.6 mmol), potassium carbonate (9.39 g, 68.0 mmol), copper (0.092 g, 1.44 mmol) and copper (I) oxide (0.126 g, 0.88 mmol) were combined with 2-ethoxyethanol (20 mL). The mixture was heated to 130° C. for 4 hr. The mixture was cooled to room temp. and 150 mL of water was added. The slurry was stirred at room temperature for 2 days. The slurry was filtered and rinsed with 2-ethoxyetha... Reactants: C(C=C)OC1(CCN(CC1)C1=C(C(=NC=2N1N=C(C2)CN=[N+]=[N-])C)[C@@H](C(=O)OCC)OC(C)(C)C)C ((S)-ethyl 2-(7-(4-(allyloxy)-4-methylpiperidin-1-yl)-2-(azidomethyl)-5-methylpyrazolo[1,5-a]pyrimidin-6-yl)-2-(tert-butoxy)acetate), C(#C)C1=C(C=CC=C1)CO ((2-ethynylphenyl)methanol), CCN(C(C)C)C(C)C (DIEA). Reagents/catalysts: [Cu]I (CuI). Solvent: C1CCOC1 (THF), CCOCC (Et2O). Reaction conditions: time 48 hour. Yields the product C(C=C)OC1(CCN(CC1)C1=C(C(=NC=2N1N=C(C2)CN2N=NC(=C2)C2=C(C=CC=C2)CO)C)[C@@H](C(=O)OCC)OC(C)(C)C)C ((S)-ethyl 2-(7-(4-(allyloxy)-4-methylpiperidin-1-yl)-2-((4-(2-(hydroxymethyl)phenyl)-1H-1,2,3-triazol-1-yl)methyl)-5-methylpyrazolo[1,5-a]pyrimidin-6-yl)-2-(tert-butoxy)acetate). Isolated yield 43.4%. RXN SMILES: [CH2:1]([O:4][C:5]1([CH3:36])[CH2:10][CH2:9][N:8]([C:11]2[N:16]3[N:17]=[C:18]([CH2:20][N:21]=[N+:22]=[N-:23])[CH:19]=[C:15]3[N:14]=[C:13]([CH3:24])[C:12]=2[C@H:25]([O:31][C:32]([CH3:35])([CH3:34])[CH3:33])[C:26]([O:28][CH2:29][CH3:30])=[O:27])[CH2:7][CH2:6]1)[CH:2]=[CH2:3].[C:37]([C:39]1[CH:44]=[CH:43][CH:42]=[CH:41][C:40]=1[CH2:45][OH:46])#[CH:38].CCN(C(C)C)C(C)C>C1COCC1.CCOCC.[Cu]I>[CH2:1]([O:4][C:5]1([CH3:36])[CH2:10][CH2:9][N:8]([C:11]2[N:16]3[N:17]=[C:18]([CH2:20][N:21]4[CH:38]=[C:37]([C:39]5[CH:44]=[CH:43][CH:42]=[CH:41][C:40]=5[CH2:45][OH:46])[N:23]=[N:22]4)[CH:19]=[C:15]3[N:14]=[C:13]([CH3:24])[C:12]=2[C@H:25]([O:31][C:32]([CH3:35])([CH3:34])[CH3:33])[C:26]([O:28][CH2:29][CH3:30])=[O:27])[CH2:7][CH2:6]1)[CH:2]=[CH2:3]. Reported procedure: To a stirred clear solution of (S)-ethyl 2-(7-(4-(allyloxy)-4-methylpiperidin-1-yl)-2-(azidomethyl)-5-methylpyrazolo[1,5-a]pyrimidin-6-yl)-2-(tert-butoxy)acetate (0.0946 g, 0.189 mmol), (2-ethynylphenyl)methanol (0.125 g, 0.947 mmol) and DIEA (0.165 ml, 0.947 mmol) in THF (5 mL) was added CuI (0.072 g, 0.379 mmol) at rt. After 48 h, the reaction mixture was diluted with Et2O (50 mL), washed with 1% NH4OH (2×10 mL), brine (10 mL), dried (MgSO4), filtered and concentrated to give yellow solid whic... Reactants: C(C)(C)(C)OC(=O)NC1=C(N=C(S1)C1=C(C=CC=C1F)F)C(=O)NC=1C=NN(C1N1C[C@H](N(CC1)C(=O)OC(C)(C)C)C)CC(F)(F)F (tert-butyl (R)-4-(4-(5-(tert-butoxycarbonylamino)-2-(2,6-difluorophenyl)thiazole-4-carboxamido)-1-(2,2,2-trifluoroethyl)-1H-pyrazol-5-yl)-2-methylpiperazine-1-carboxylate), N (ammonia). The solvent is Cl.CO (HCl MeOH), CO (MeOH). Run at time 20 hour. Yields the product NC1=C(N=C(S1)C1=C(C=CC=C1F)F)C(=O)NC=1C=NN(C1N1C[C@H](NCC1)C)CC(F)(F)F ((R)-5-Amino-2-(2,6-difluorophenyl)-N-(5-(3-methylpiperazin-1-yl)-1-(2,2,2-trifluoroethyl)-1H-pyrazol-4-yl)thiazole-4-carboxamide). Isolated yield 53.2%. RXN SMILES: C(OC([NH:8][C:9]1[S:13][C:12]([C:14]2[C:19]([F:20])=[CH:18][CH:17]=[CH:16][C:15]=2[F:21])=[N:11][C:10]=1[C:22]([NH:24][C:25]1[CH:26]=[N:27][N:28]([CH2:44][C:45]([F:48])([F:47])[F:46])[C:29]=1[N:30]1[CH2:35][CH2:34][N:33](C(OC(C)(C)C)=O)[C@H:32]([CH3:43])[CH2:31]1)=[O:23])=O)(C)(C)C.N>Cl.CO.CO>[NH2:8][C:9]1[S:13][C:12]([C:14]2[C:15]([F:21])=[CH:16][CH:17]=[CH:18][C:19]=2[F:20])=[N:11][C:10]=1[C:22]([NH:24][C:25]1[CH:26]=[N:27][N:28]([CH2:44][C:45]([F:47])([F:48])[F:46])[C:29]=1[N:30]1[CH2:35][CH2:34][NH:33][C@H:32]([CH3:43])[CH2:31]1)=[O:23] |f:2.3|. Reported procedure: A mixture of tert-butyl (R)-4-(4-(5-(tert-butoxycarbonylamino)-2-(2,6-difluorophenyl)thiazole-4-carboxamido)-1-(2,2,2-trifluoroethyl)-1H-pyrazol-5-yl)-2-methylpiperazine-1-carboxylate (82 mg, 0.12 mmol) in HCl/MeOH (10 mL) was stirred at ambient temperature for 20 hours. The reaction mixture was concentrated under reduced pressure to give a residue. The residue was diluted with MeOH (30 mL), neutralized with 28% ammonia solution, concentrated, and purified by preparative HPLC to afford 233 as a ... Reactants: CSCCC(NC(=O)C(Cc1c[nH]c2ccccc12)NC(=O)CNC(=O)CNC(=O)C(Cc1ccc(O)cc1)NC(=O)OC(C)(C)C)C(=O)OCc1ccccc1, CO, [Na+], [OH-]. The product is CSCCC(NC(=O)C(Cc1c[nH]c2ccccc12)NC(=O)CNC(=O)CNC(=O)C(Cc1ccc(O)cc1)NC(=O)OC(C)(C)C)C(=O)O. Reaction SMILES: [CH2:1]([c:2]1[cH:3][cH:4][cH:5][cH:6][cH:7]1)[O:8][C:9]([CH:10]([NH:11][C:12]([CH:13]([NH:14][C:15]([CH2:16][NH:17][C:18]([CH2:19][NH:20][C:21]([CH:22]([NH:23][C:24](=[O:25])[O:26][C:27]([CH3:28])([CH3:29])[CH3:30])[CH2:31][c:32]1[cH:33][cH:34][c:35]([OH:38])[cH:36][cH:37]1)=[O:39])=[O:40])=[O:41])[CH2:42][c:43]1[cH:44][nH:45][c:46]2[cH:47][cH:48][cH:49][cH:50][c:51]12)=[O:52])[CH2:53][CH2:54][S:55][CH3:56])=[O:57].[CH3:60][OH:61].[Na+:59].[OH-:58]>>[O:8]=[C:9]([CH:10]([NH:11][C:12]([CH:13]([NH:14][C:15]([CH2:16][NH:17][C:18]([CH2:19][NH:20][C:21]([CH:22]([NH:23][C:24](=[O:25])[O:26][C:27]([CH3:28])([CH3:29])[CH3:30])[CH2:31][c:32]1[cH:33][cH:34][c:35]([OH:38])[cH:36][cH:37]1)=[O:39])=[O:40])=[O:41])[CH2:42][c:43]1[cH:44][nH:45][c:46]2[cH:47][cH:48][cH:49][cH:50][c:51]12)=[O:52])[CH2:53][CH2:54][S:55][CH3:56])[OH:57]. Reactants: CC#CC(=O)O, O=C([O-])O, CN1CCOCC1, CC(C)COC(=O)Cl, N#Cc1cnc2ccc(N)cc2c1Nc1cccc(Br)c1, [Na+], C1CCOC1. Yields the product CC#CC(=O)Nc1ccc2ncc(C#N)c(Nc3cccc(Br)c3)c2c1. As a reaction SMILES: [C:16]([C:17]#[C:18][CH3:19])(=[O:20])[OH:21].[C:43](=[O:44])([OH:45])[O-:46].[CH3:9][N:10]1[CH2:11][CH2:12][O:13][CH2:14][CH2:15]1.[Cl:1][C:2]([O:3][CH2:4][CH:5]([CH3:6])[CH3:7])=[O:8].[NH2:22][c:23]1[cH:24][c:25]2[c:26]([NH:35][c:36]3[cH:37][c:38]([Br:42])[cH:39][cH:40][cH:41]3)[c:27]([C:33]#[N:34])[cH:28][n:29][c:30]2[cH:31][cH:32]1.[Na+:47].[O:48]1[CH2:49][CH2:50][CH2:51][CH2:52]1>>[C:16]([C:17]#[C:18][CH3:19])(=[O:21])[NH:22][c:23]1[cH:24][c:25]2[c:26]([NH:35][c:36]3[cH:37][c:38]([Br:42])[cH:39][cH:40][cH:41]3)[c:27]([C:33]#[N:34])[cH:28][n:29][c:30]2[cH:31][cH:32]1. Starting materials: CC(C)(C)OC(=O)N1CC(O)C2C1CCN2C(=O)OCc1ccccc1, C1CCOC1, CC(C)OC(=O)N=NC(=O)OC(C)C, Oc1ccccc1, c1ccc(P(c2ccccc2)c2ccccc2)cc1. Yields the product CC(C)(C)OC(=O)N1CC(Oc2ccccc2)C2C1CCN2C(=O)OCc1ccccc1. As a reaction SMILES: [C:1]([CH3:2])([CH3:3])([CH3:4])[O:5][C:6](=[O:7])[N:8]1[CH:9]2[CH:10]([CH:11]([OH:13])[CH2:12]1)[N:14]([C:17](=[O:18])[O:19][CH2:20][c:21]1[cH:22][cH:23][cH:24][cH:25][cH:26]1)[CH2:15][CH2:16]2.[CH2:67]1[O:68][CH2:69][CH2:70][CH2:71]1.[O:53]=[C:54]([O:55][CH:56]([CH3:57])[CH3:58])[N:59]=[N:60][C:61]([O:62][CH:63]([CH3:64])[CH3:65])=[O:66].[OH:27][c:28]1[cH:29][cH:30][cH:31][cH:32][cH:33]1.[c:34]1([P:35]([c:36]2[cH:37][cH:38][cH:39][cH:40][cH:41]2)[c:42]2[cH:43][cH:44][cH:45][cH:46][cH:47]2)[cH:48][cH:49][cH:50][cH:51][cH:52]1>>[C:1]([CH3:2])([CH3:3])([CH3:4])[O:5][C:6](=[O:7])[N:8]1[CH:9]2[CH:10]([CH:11]([O:13][c:28]3[cH:29][cH:30][cH:31][cH:32][cH:33]3)[CH2:12]1)[N:14]([C:17](=[O:18])[O:19][CH2:20][c:21]1[cH:22][cH:23][cH:24][cH:25][cH:26]1)[CH2:15][CH2:16]2.